The task is: describe an organic reaction: reactants, conditions, products, and yield. This data is from the Open Reaction Database (ORD), a public repository of structured organic reaction records. The reactants are CC(=O)NCC1CN(c2ccc(C(=O)Oc3c(F)c(F)c(F)c(F)c3F)c(F)c2)C(=O)O1, NN, C1CCOC1. Yields the product CC(=O)NCC1CN(c2ccc(C(=O)NN)c(F)c2)C(=O)O1. As a reaction SMILES: [C:3]([CH3:4])(=[O:5])[NH:6][CH2:7][CH:8]1[CH2:9][N:10]([c:14]2[cH:15][c:16]([F:34])[c:17]([C:20](=[O:21])[O:22][c:23]3[c:24]([F:25])[c:26]([F:27])[c:28]([F:29])[c:30]([F:31])[c:32]3[F:33])[cH:18][cH:19]2)[C:11](=[O:13])[O:12]1.[NH2:1][NH2:2].[O:35]1[CH2:36][CH2:37][CH2:38][CH2:39]1>>[NH:1]([NH2:2])[C:20]([c:17]1[c:16]([F:34])[cH:15][c:14]([N:10]2[CH2:9][CH:8]([CH2:7][NH:6][C:3]([CH3:4])=[O:5])[O:12][C:11]2=[O:13])[cH:19][cH:18]1)=[O:21]. RXN SMILES: [NH2:1][CH2:2][C:3]1[CH:4]=[C:5]([O:10][CH2:11][C@@H:12]2[CH2:15][CH2:14][N:13]2[C:16]([O:18][C:19]([CH3:22])([CH3:21])[CH3:20])=[O:17])[CH:6]=[N:7][C:8]=1[Cl:9].[C:23](OC(=O)C)(=[O:25])[CH3:24]>>[C:23]([NH:1][CH2:2][C:3]1[CH:4]=[C:5]([O:10][CH2:11][C@@H:12]2[CH2:15][CH2:14][N:13]2[C:16]([O:18][C:19]([CH3:22])([CH3:21])[CH3:20])=[O:17])[CH:6]=[N:7][C:8]=1[Cl:9])(=[O:25])[CH3:24]. Reported procedure: 5-Aminomethyl-3-(1-BOC-2-(S)-azetidinylmethoxy)-6-chloropyridine (0.19 g, 0.60 mmol) from Example 92b was treated with acetic anhydride and further processed according to the procedure of Example 205c to afford the title compounds in 76% yield. 1H NMR (CDCl3, 300 MHz) δ 1.40 (s, 9H), 2.04 (s, 3H), 2.10-2.19 (m, 2H), 3.85 (t, J=7.5 Hz, 2H), 4.10 (dd, J=3.0, 10.5 Hz, 1H), 4.31 (m, 1H), 4.42-4.57 (m, 3H), 7.38 (d, J=3.0 Hz, 1H), 8.04 (d, J=3.0 Hz, 1H); MS (CI/NH3) m/z 370 (M+H)+. Isolated yield 76.0%. The product is C(C)(=O)NCC=1C=C(C=NC1Cl)OC[C@H]1N(CC1)C(=O)OC(C)(C)C (5-Acetamidomethyl-3-(1-BOC-2-(S)-azetidinylmethoxy)-6-chloropyridine). Starting materials: NCC=1C=C(C=NC1Cl)OC[C@H]1N(CC1)C(=O)OC(C)(C)C (5-Aminomethyl-3-(1-BOC-2-(S)-azetidinylmethoxy)-6-chloropyridine), C(C)(=O)OC(C)=O (acetic anhydride). Starting materials: C(C)(C)(C)OC(COC1=C(C=C(C=C1C)C=1OC=2N=C(N=CC2N1)OC1=CC=CC=C1)C)=O ([2,6-dimethyl-4-(5-phenoxy-oxazolo[5,4-d]pyrimidin-2-yl)-phenoxy]-acetic acid tert-butyl ester), C1(=CC=CC=C1)C (toluene). Run in FC(C(=O)O)(F)F (trifluoroacetic acid). The product is CC1=C(OCC(=O)O)C(=CC(=C1)C=1OC=2N=C(N=CC2N1)OC1=CC=CC=C1)C ([2,6-Dimethyl-4-(5-phenoxy-oxazolo[5,4-d]pyrimidin-2-yl)-phenoxy]-acetic acid). As a reaction SMILES: C([O:5][C:6](=[O:33])[CH2:7][O:8][C:9]1[C:14]([CH3:15])=[CH:13][C:12]([C:16]2[O:17][C:18]3[N:19]=[C:20]([O:25][C:26]4[CH:31]=[CH:30][CH:29]=[CH:28][CH:27]=4)[N:21]=[CH:22][C:23]=3[N:24]=2)=[CH:11][C:10]=1[CH3:32])(C)(C)C.C1(C)C=CC=CC=1>FC(F)(F)C(O)=O>[CH3:15][C:14]1[CH:13]=[C:12]([C:16]2[O:17][C:18]3[N:19]=[C:20]([O:25][C:26]4[CH:31]=[CH:30][CH:29]=[CH:28][CH:27]=4)[N:21]=[CH:22][C:23]=3[N:24]=2)[CH:11]=[C:10]([CH3:32])[C:9]=1[O:8][CH2:7][C:6]([OH:33])=[O:5]. Procedure details: A solution of 77 mg of [2,6-dimethyl-4-(5-phenoxy-oxazolo[5,4-d]pyrimidin-2-yl)-phenoxy]-acetic acid tert-butyl ester in 0.7 ml of trifluoroacetic acid was stirred at room temperature for 2 h. Then 5 ml of toluene were added and the solvents were distilled off in vacuo. The residue was triturated with 2 ml of acetonitrile, and the title compound was isolated by filtration. Yield: 26 mg of a white solid. Reactants: BrC=1C=C2C(=C(C(NC2=CC1)=O)C=1SC=CC1)OCC1CCOCC1 (6-bromo-4-(tetrahydro-2H-pyran-4-ylmethoxy)-3-(thiophen-2-yl)quinolin-2(1H)-one), CC(C)(C#C)O (2-methyl-3-butyn-2-ol), C(C)(C)N(CC)C(C)C (diisopropylethyl amine). The reagents and catalysts are [Cu]I (copper(I) iodide), [Pd].C(C)(C)(C)P(C(C)(C)C)C(C)(C)C.C(C)(C)(C)P(C(C)(C)C)C(C)(C)C (bis(tri-t-butylphosphine) palladium(0)). Reaction conditions: temperature 100 celsius. Yields the product O1CCC(CC1)COC1=C(C(NC2=CC=C(C=C12)C#CC(C)(C)O)=O)C=1SC=CC1 (4-(tetrahydro-2H-pyran-4-ylmethoxy)-6-(3-hydroxy-3-methylbut-1-yn-1-yl)-3-(thiophen-2-yl)quinolin-2(1H)-one). Reaction SMILES: Br[C:2]1[CH:3]=[C:4]2[C:9](=[CH:10][CH:11]=1)[NH:8][C:7](=[O:12])[C:6]([C:13]1[S:14][CH:15]=[CH:16][CH:17]=1)=[C:5]2[O:18][CH2:19][CH:20]1[CH2:25][CH2:24][O:23][CH2:22][CH2:21]1.[CH3:26][C:27]([OH:31])([C:29]#[CH:30])[CH3:28].C(N(C(C)C)CC)(C)C>[Cu]I.[Pd].C(P(C(C)(C)C)C(C)(C)C)(C)(C)C.C(P(C(C)(C)C)C(C)(C)C)(C)(C)C>[O:23]1[CH2:24][CH2:25][CH:20]([CH2:19][O:18][C:5]2[C:4]3[C:9](=[CH:10][CH:11]=[C:2]([C:30]#[C:29][C:27]([OH:31])([CH3:28])[CH3:26])[CH:3]=3)[NH:8][C:7](=[O:12])[C:6]=2[C:13]2[S:14][CH:15]=[CH:16][CH:17]=2)[CH2:21][CH2:22]1 |f:4.5.6|. Procedure: A 5 mL microwave vial was charged with a magnetic stir bar, 6-bromo-4-(tetrahydro-2H-pyran-4-ylmethoxy)-3-(thiophen-2-yl)quinolin-2(1H)-one (22 mg, 52 mop, copper(I) iodide (1.0 mg, 5.0 mop, and bis(tri-t-butylphosphine) palladium(0) (1.0 mg, 3.0 μmol). The vessel was sealed. The contents of the vessel were dried under high vacuum, and flushed with nitrogen. Acetonitrile (500 μL) was added under nitrogen followed by addition of 2-methyl-3-butyn-2-ol (18 mg, 210 μmol), and diisopropylethyl amine ...